Dataset: the Open Reaction Database (ORD), a public repository of structured organic reaction records. Task: describe an organic reaction: reactants, conditions, products, and yield Starting materials: C(C)OC(C(=O)OCC)=O (diethyloxalate), C(C)N (ethylamine). The reagents and catalysts are CCCCCCCC[N+](C)(CCCCCCCC)CCCCCCCC.[Cl-] (aliquat 336). The solvent is ClCCl (dichloromethane). Reaction conditions: time 72 hour. Product: C(C)OC(C(=O)NCC)=O (ethyl(ethyl amino)(oxo)acetate). Yield: 41.3%. RXN SMILES: C(O[C:4](=[O:10])[C:5]([O:7][CH2:8][CH3:9])=[O:6])C.[CH2:11]([NH2:13])[CH3:12]>CCCCCCCC[N+](CCCCCCCC)(CCCCCCCC)C.[Cl-].ClCCl>[CH2:8]([O:7][C:5](=[O:6])[C:4]([NH:13][CH2:11][CH3:12])=[O:10])[CH3:9] |f:2.3|. Procedure details: To 135.8 ml (1000 mM) of diethyloxalate and 1 g of aliquat 336 in 1000 ml of dichloromethane were added 64.4 ml (1000 mM) of ethylamine (70% in water). The reaction mixture was stirred at room temperature for 72 h. The reaction mixture was dried over anhydrous sodium sulfate and the solvent was removed under vacuum, to give an oil, wick was further purified by silica gel column chromatography, using dichloromethane/dimethylketone (95/5) as eluant, to give 59.9 g of ethyl(ethyl amino)(oxo)acetate...